Dataset: the Open Reaction Database (ORD), a public repository of structured organic reaction records. Task: describe an organic reaction: reactants, conditions, products, and yield Starting materials: C(C)OC1=C(C=CC=C1)C1CCC(N1)=O (5-(2-ethoxyphenyl)pyrrolidin-2-one), BrCC1=CC=C(C=C1)OC(F)(F)F (1-(bromomethyl)-4-(trifluoromethoxy)benzene). The product is C(C)OC1=C(C=CC=C1)C1CCC(N1CC1=CC=C(C=C1)OC(F)(F)F)=O (5-(2-ethoxyphenyl)-1-(4-(trifluoromethoxy)benzyl)pyrrolidin-2-one). Reaction SMILES: [CH2:1]([O:3][C:4]1[CH:9]=[CH:8][CH:7]=[CH:6][C:5]=1[CH:10]1[NH:14][C:13](=[O:15])[CH2:12][CH2:11]1)[CH3:2].Br[CH2:17][C:18]1[CH:23]=[CH:22][C:21]([O:24][C:25]([F:28])([F:27])[F:26])=[CH:20][CH:19]=1>>[CH2:1]([O:3][C:4]1[CH:9]=[CH:8][CH:7]=[CH:6][C:5]=1[CH:10]1[N:14]([CH2:17][C:18]2[CH:23]=[CH:22][C:21]([O:24][C:25]([F:26])([F:27])[F:28])=[CH:20][CH:19]=2)[C:13](=[O:15])[CH2:12][CH2:11]1)[CH3:2]. Procedure details: Prepared according to the described general procedure 4 (GP4) by reaction of 5-(2-ethoxyphenyl)pyrrolidin-2-one with commercially available 1-(bromomethyl)-4-(trifluoromethoxy)benzene. Subsequent purification by preparative HPLC afforded the target compound. LC-MS (conditions D): tR=1.08 min.; [M+H]+: 379.99 g/mol.